describe an organic reaction: reactants, conditions, products, and yield From a dataset of the Open Reaction Database (ORD), a public repository of structured organic reaction records. The reactants are [O-]CC.[Na+].C(C)O (sodium ethoxide ethanol), [O-]CC.[Na+].C(C)O (sodium ethoxide ethanol), C(C1=CC=CC=C1)N(CCCCC(=O)OCC)CC(=O)OCC (ethyl 5-[benzyl(2-ethoxy-2-oxoethyl)amino]pentanoate). Solvent: C1(=CC=CC=C1)C (toluene), C1(=CC=CC=C1)C (toluene). Reaction conditions: time 1.5 hour. Product: C(C1=CC=CC=C1)N1CC(C(CCC1)C(=O)OCC)=O (ethyl 1-benzyl-3-oxoazepane-4-carboxylate), C(C1=CC=CC=C1)N1C(C(CCCC1)=O)C(=O)OCC (ethyl 1-benzyl-3-oxoazepane-2-carboxylate). Yield: 75.0%. RXN SMILES: [O-]CC.[Na+].C(O)C.[CH2:8]([N:15]([CH2:25][C:26]([O:28][CH2:29][CH3:30])=[O:27])[CH2:16][CH2:17][CH2:18][CH2:19][C:20]([O:22][CH2:23][CH3:24])=[O:21])[C:9]1[CH:14]=[CH:13][CH:12]=[CH:11][CH:10]=1>C1(C)C=CC=CC=1>[CH2:8]([N:15]1[CH2:16][CH2:17][CH2:18][CH:19]([C:20]([O:22][CH2:23][CH3:24])=[O:21])[C:26](=[O:28])[CH2:25]1)[C:9]1[CH:14]=[CH:13][CH:12]=[CH:11][CH:10]=1.[CH2:8]([N:15]1[CH2:16][CH2:17][CH2:18][CH2:19][C:20](=[O:21])[CH:25]1[C:26]([O:28][CH2:29][CH3:30])=[O:27])[C:9]1[CH:14]=[CH:13][CH:12]=[CH:11][CH:10]=1 |f:0.1.2|. Procedure details: Under a nitrogen atmosphere, a 21% wt. sodium ethoxide-ethanol solution (1.23 ml, 3.31 mmol) was added to toluene (100 ml) at room temperature, and the resulting mixture was refluxed by the use of a Dean-Stark trap. A solution of ethyl 5-[benzyl(2-ethoxy-2-oxoethyl)amino]pentanoate (965.9 mg, 3.01 mmol) in toluene (50 ml) was added dropwise thereto over a period of 1.5 hours. After 3 hours, a 21% wt. sodium ethoxide-ethanol solution (1.23 ml, 3.31 mmol) was further added thereto. After another 1... The reactants are example 1 ( b ), C1(CC1)COC1=C(C(=O)O)C=C(C=C1)S(=O)(=O)C (2-Cyclopropylmethoxy-5-methanesulfonyl-benzoic acid), N1(CCNCC1)C=1SC(=CN1)C#N (2-piperazin-1-yl-thiazole-5-carbonitrile). Product: C1(CC1)COC1=C(C(=O)N2CCN(CC2)C=2SC(=CN2)C#N)C=C(C=C1)S(=O)(=O)C (2-[4-(2-Cyclopropylmethoxy-5-methanesulfonyl-benzoyl)-piperazin-1-yl]-thiazole-5-carbonitrile). Yield: 75.0%. Reaction SMILES: [CH:1]1([CH2:4][O:5][C:6]2[CH:14]=[CH:13][C:12]([S:15]([CH3:18])(=[O:17])=[O:16])=[CH:11][C:7]=2[C:8]([OH:10])=O)[CH2:3][CH2:2]1.[N:19]1([C:25]2[S:26][C:27]([C:30]#[N:31])=[CH:28][N:29]=2)[CH2:24][CH2:23][NH:22][CH2:21][CH2:20]1>>[CH:1]1([CH2:4][O:5][C:6]2[CH:14]=[CH:13][C:12]([S:15]([CH3:18])(=[O:17])=[O:16])=[CH:11][C:7]=2[C:8]([N:22]2[CH2:23][CH2:24][N:19]([C:25]3[S:26][C:27]([C:30]#[N:31])=[CH:28][N:29]=3)[CH2:20][CH2:21]2)=[O:10])[CH2:2][CH2:3]1. Procedure details: Prepared in analogy to example 1 (b) from 2-cyclopropylmethoxy-5-methanesulfonyl-benzoic acid (Example A5) and 2-piperazin-1-yl-thiazole-5-carbonitrile (Example 6(a)). The crude material was purified by chromatography (SiO2, ethyl acetate/heptane) followed by trituration in ether to yield the title compound as a white crystalline solid (yield 75%). MS (m/e): 447.3 (M+H+, 100%). Reactants: CC1=NN(C(=C1)C)C1=C(C=C(C=C1)[N+](=O)[O-])O (2-(3,5-dimethyl-1H-pyrazol-1-yl)-5-nitrophenol). Reagents/catalysts: [Pd] (palladium/carbon). Run in C(C)O (ethanol). Conditions: time 45 minute. The product is NC=1C=CC(=C(C1)O)N1N=C(C=C1C)C (5-Amino-2-(3,5-dimethyl-1H-pyrazol-1-yl)phenol). Isolated yield 40.6%. RXN SMILES: [CH3:1][C:2]1[CH:6]=[C:5]([CH3:7])[N:4]([C:8]2[CH:13]=[CH:12][C:11]([N+:14]([O-])=O)=[CH:10][C:9]=2[OH:17])[N:3]=1>C(O)C.[Pd]>[NH2:14][C:11]1[CH:12]=[CH:13][C:8]([N:4]2[C:5]([CH3:7])=[CH:6][C:2]([CH3:1])=[N:3]2)=[C:9]([OH:17])[CH:10]=1. Procedure: 86 mg of 2-(3,5-dimethyl-1H-pyrazol-1-yl)-5-nitrophenol was dissolved in 1.7 ml of ethanol, and 43 mg of 10% palladium/carbon was added and stirred under hydrogen atmosphere at room temperature for 45 minutes. After the insoluble matter was filtered off, the solvent was distilled off under reduced pressure to yield 30.4 mg of the title compound. The reactants are I (hydriodic acid), [PH2](=O)O (hypophosphorous acid), CC=1NC=C(C1C(C)=O)C (2,4-dimethyl-3acetyl pyrrole), C(C1=CC=CC=C1)=O (benzaldehyde). Run in O (water), C(C)(=O)OC(C)=O (acetic anhydride), C(C)(=O)OC(C)=O (acetic anhydride). Run at time 10 minute. Yields the product CC=1NC(=C(C1C(C)=O)C)CC1=CC=CC=C1 (2,4-Dimethyl-3-acetyl-5-benzyl-pyrrole). As a reaction SMILES: I.[PH2](O)=O.[CH3:5][C:6]1[NH:7][CH:8]=[C:9]([CH3:14])[C:10]=1[C:11](=[O:13])[CH3:12].[CH:15](=O)[C:16]1[CH:21]=[CH:20][CH:19]=[CH:18][CH:17]=1>C(OC(=O)C)(=O)C.O>[CH3:5][C:6]1[NH:7][C:8]([CH2:15][C:16]2[CH:21]=[CH:20][CH:19]=[CH:18][CH:17]=2)=[C:9]([CH3:14])[C:10]=1[C:11](=[O:13])[CH3:12]. Procedure details: A solution of 10 ml of aqueous hydriodic acid, 10 ml of acetic anhydride and 2 ml of 50% hypophosphorous acid containing 548 mg of 2,4-dimethyl-3acetyl pyrrole was stirred magnetically while a solution of 0.6 ml of benzaldehyde in 5 ml of acetic anhydride was slowly added over 20 mins. The solution was stirred for 10 mins, then poured into water. The crude product which separated was recrystallized from acetone (thimble) as nearly colourless irregular plates (85%, m.p. 165.5°-167° C. after a par... Starting materials: CO (Methanol), C=C1CC(=O)O1 (Diketene), ClC=1C(=C(C=CC1O)CCC(=O)OC)O (Methyl 3-(3-chloro-2,4-dihydroxyphenyl)propanoate), resultant solution. The solvent is CS(=O)(=O)O (methanesulfonic acid). The product is ClC=1C(=C(C=C2C(=CC(OC12)=O)C)CCC(=O)OC)O (Methyl 3-(8-chloro-7-hydroxy-4-methyl-2-oxo-2H-chromen-6-yl)propanoate). The yield is 64.3%. As a reaction SMILES: [CH2:1]=[C:2]1O[C:4](=[O:5])[CH2:3]1.[Cl:7][C:8]1[C:9]([OH:21])=[C:10]([CH2:15][CH2:16][C:17]([O:19][CH3:20])=[O:18])[CH:11]=[CH:12][C:13]=1[OH:14].CO>CS(O)(=O)=O>[Cl:7][C:8]1[C:9]([OH:21])=[C:10]([CH2:15][CH2:16][C:17]([O:19][CH3:20])=[O:18])[CH:11]=[C:12]2[C:13]=1[O:14][C:4](=[O:5])[CH:3]=[C:2]2[CH3:1]. Reported procedure: Diketene (0.7 ml, 9.1 mmol) was added dropwise to a stirred solution of 5a (1.0 g, 4.3 mmol) in 7 ml of methanesulfonic acid. The resultant solution was heated at 70° C. for 5 min and cooled. Methanol (20 ml) was added and the reaction was heated to boiling; this treatment esterified small amount of free acid formed during the cyclization step. Methanol was evaporated and water was added to precipitate the product. The crude material was chromatographed on silica eluting with ethyl acetate. Conc... Starting materials: [BH4-], CC(=O)C1CCc2c([nH]c3c(C(N)=O)ccc(-c4c(F)cccc4F)c23)C1, CO, ClCCl, [Na+]. RXN SMILES: [BH4-:28].[C:1]([CH3:2])(=[O:3])[CH:4]1[CH2:5][c:6]2[nH:7][c:8]3[c:9]([C:25](=[O:26])[NH2:27])[cH:10][cH:11][c:12](-[c:17]4[c:18]([F:24])[cH:19][cH:20][cH:21][c:22]4[F:23])[c:13]3[c:14]2[CH2:15][CH2:16]1.[CH3:30][OH:31].[Cl:32][CH2:33][Cl:34].[Na+:29]>>[CH:1]([CH3:2])([OH:3])[CH:4]1[CH2:5][c:6]2[nH:7][c:8]3[c:9]([C:25](=[O:26])[NH2:27])[cH:10][cH:11][c:12](-[c:17]4[c:18]([F:24])[cH:19][cH:20][cH:21][c:22]4[F:23])[c:13]3[c:14]2[CH2:15][CH2:16]1. Yields the product CC(O)C1CCc2c([nH]c3c(C(N)=O)ccc(-c4c(F)cccc4F)c23)C1. The reactants are ClC1=CN=CC(=N1)NC=1C=CC2=C(N=C(S2)C)C1 ((6-chloro-pyrazin-2-yl)-(2-methyl-benzothiazol-5-yl)-amine), N1=CC=C(C=C1)B(O)O (pyridine-4-boronic acid), C([O-])([O-])=O.[Na+].[Na+] (sodium carbonate). The reagents and catalysts are C=1C=CC(=CC1)[P](C=2C=CC=CC2)(C=3C=CC=CC3)[Pd]([P](C=4C=CC=CC4)(C=5C=CC=CC5)C=6C=CC=CC6)([P](C=7C=CC=CC7)(C=8C=CC=CC8)C=9C=CC=CC9)[P](C=1C=CC=CC1)(C=1C=CC=CC1)C=1C=CC=CC1 (tetrakis(triphenylphosphine)palladium(0)). The solvent is COCCOC.O (DME water). The product is CC=1SC2=C(N1)C=C(C=C2)NC2=NC(=CN=C2)C2=CC=NC=C2 (2-methyl-N-(6-pyridin-4-ylpyrazin-2-yl)-1,3-benzothiazol-5-amine). Yield: 86.7%. Reaction SMILES: Cl[C:2]1[N:7]=[C:6]([NH:8][C:9]2[CH:10]=[CH:11][C:12]3[S:16][C:15]([CH3:17])=[N:14][C:13]=3[CH:18]=2)[CH:5]=[N:4][CH:3]=1.[N:19]1[CH:24]=[CH:23][C:22](B(O)O)=[CH:21][CH:20]=1.C(=O)([O-])[O-].[Na+].[Na+]>COCCOC.O.C1C=CC([P]([Pd]([P](C2C=CC=CC=2)(C2C=CC=CC=2)C2C=CC=CC=2)([P](C2C=CC=CC=2)(C2C=CC=CC=2)C2C=CC=CC=2)[P](C2C=CC=CC=2)(C2C=CC=CC=2)C2C=CC=CC=2)(C2C=CC=CC=2)C2C=CC=CC=2)=CC=1>[CH3:17][C:15]1[S:16][C:12]2[CH:11]=[CH:10][C:9]([NH:8][C:6]3[CH:5]=[N:4][CH:3]=[C:2]([C:22]4[CH:23]=[CH:24][N:19]=[CH:20][CH:21]=4)[N:7]=3)=[CH:18][C:13]=2[N:14]=1 |f:2.3.4,5.6,^1:44,46,65,84|. Reported procedure: A mixture of 2,6-dichloropyrazine (0.150 g, 1.006 mmol), 5-amino-2-methylbenzothiazole (0.250 g, 1.51 mmol), BINAP (0.0137 g, 0.02215 mmol), sodium tertiary butoxide (0.136 g, 1.409 mmol) and palladium acetate (0.005 g, 0.02215 mmol) in toluene (8 mL) was heated at 85° C. for 16 h under nitrogen. CH2Cl2 was added, the reaction mixture was filtered through Celite, and the solvent was evaporated. The residue was purified by column chromatography (5% methanol in CH2Cl2 as eluent) to give 0.180 g (6... The reactants are ClC1=CC(=C(C(=O)OCC)C=C1)OC(C)C(=O)OC (ethyl 4-chloro-2-(1-(methoxycarbonyl)ethoxy)benzoate), oil, [H-].[Na+] (sodium hydride). The solvent is O1CCCC1 (tetrahydrofuran). Product: ClC1=CC2=C(C(C(O2)C)=O)C=C1 (6-chloro-2-methyl-3(2H)-benzofuranone). Yield: 38.7%. As a reaction SMILES: [Cl:1][C:2]1[CH:12]=[CH:11][C:5](C(OCC)=O)=[C:4]([O:13][CH:14]([C:16]([O:18]C)=O)[CH3:15])[CH:3]=1.[H-].[Na+]>O1CCCC1>[Cl:1][C:2]1[CH:12]=[CH:11][C:5]2[C:16](=[O:18])[CH:14]([CH3:15])[O:13][C:4]=2[CH:3]=1 |f:1.2|. Reported procedure: A solution of ethyl 4-chloro-2-(1-(methoxycarbonyl)ethoxy)benzoate (7.3 g) and 60% oil dispersion (1.5 g) of sodium hydride in tetrahydrofuran (70 ml) was heated at reflux for 30 minutes, and slowly cooled to room temperature. The reaction mixture was poured into ice-aqueous ammonium chloride and extracted with ether. The extract was dried over anhydrous magnesium sulfate and concentrated under reduced pressure. The resulting residue was subjected to chromatography on silica gel to give 6-chloro...